From a dataset of the Open Reaction Database (ORD), a public repository of structured organic reaction records. describe an organic reaction: reactants, conditions, products, and yield Starting materials: C(C)(=O)O[BH-](OC(C)=O)OC(C)=O.[Na+] (sodium triacetoxyborohydride), CCN(C(C)C)C(C)C (DIEA), FC1(CCNCC1)CCCC1=CC=CC=C1 (4fluoro-4-(3-phenylpropyl) piperidine), Cl (HCl), C(=O)[C@H]1CN(C[C@@H]1C1=CC=CC=C1)[C@@H](C(=O)OCC1=CC=C(C=C1)OC)C1CCCCC1 (2-(R)-(3-(R)-Formyl-4-(S)-phenylpyrrolidin-1-yl)-2-(cyclohexyl)acetic acid, (4-methoxy)benzyl ester). Solvent: ClCCCl (1,2-dichloroethane), ClCCCl (1,2-dichloroethane). Run at time 16 hour. Product: FC1(CCN(CC1)C[C@H]1CN(C[C@@H]1C1=CC=CC=C1)[C@@H](C(=O)O)C1CCCCC1)CCCC1=CC=CC=C1 (2-(R)-(3-(S)-((4-Fluoro-4-(3-phenylpropyl)piperidin-1-yl)methyl)-4-(S)-phenylpyrrolidin-1-yl)-2-(cyclohexyl)acetic acid). Isolated yield 48.0%. RXN SMILES: CCN(C(C)C)C(C)C.[F:10][C:11]1([CH2:17][CH2:18][CH2:19][C:20]2[CH:25]=[CH:24][CH:23]=[CH:22][CH:21]=2)[CH2:16][CH2:15][NH:14][CH2:13][CH2:12]1.Cl.[CH:27]([C@@H:29]1[C@@H:33]([C:34]2[CH:39]=[CH:38][CH:37]=[CH:36][CH:35]=2)[CH2:32][N:31]([C@H:40]([CH:53]2[CH2:58][CH2:57][CH2:56][CH2:55][CH2:54]2)[C:41]([O:43]CC2C=CC(OC)=CC=2)=[O:42])[CH2:30]1)=O.C(O[BH-](OC(=O)C)OC(=O)C)(=O)C.[Na+]>ClCCCl>[F:10][C:11]1([CH2:17][CH2:18][CH2:19][C:20]2[CH:21]=[CH:22][CH:23]=[CH:24][CH:25]=2)[CH2:16][CH2:15][N:14]([CH2:27][C@@H:29]2[C@@H:33]([C:34]3[CH:35]=[CH:36][CH:37]=[CH:38][CH:39]=3)[CH2:32][N:31]([C@H:40]([CH:53]3[CH2:58][CH2:57][CH2:56][CH2:55][CH2:54]3)[C:41]([OH:43])=[O:42])[CH2:30]2)[CH2:13][CH2:12]1 |f:4.5|. Procedure: To a solution of DIEA (0.019 mL, 0.11 mmol) in 0.5 mL of 1,2-dichloroethane was added 4fluoro-4-(3-phenylpropyl) piperidine.HCl (21 mg, 0.08 mmol) To this solution, a solution of 2-(R)-((3-(R)-formyl)-4-(S)-phenylpyrrolidin-1-yl)-2-(cyclohexyl)acetic acid, (4-methoxy) benzyl ester (25 mg, 0.052 mmol, from EXAMPLE 33, Step E) was added. A slurry of sodium triacetoxyborohydride (35 mg, 0.17 mmol) in 0.5 mL of 1,2-dichloroethane was then added. The reaction mixture was allowed to stand at rt for 16...